Dataset: the Open Reaction Database (ORD), a public repository of structured organic reaction records. Task: describe an organic reaction: reactants, conditions, products, and yield Reactants: N#Cc1ccc2c(c1)Sc1ccc(O)cc1C=C2, ClCCl, O=C(OO)c1cccc(Cl)c1. The product is N#Cc1ccc2c(c1)S(=O)c1ccc(O)cc1C=C2. As a reaction SMILES: [C:1](#[N:2])[c:3]1[cH:4][cH:5][c:6]2[c:7]([cH:18]1)[S:8][c:9]1[c:10]([cH:13][c:14]([OH:17])[cH:15][cH:16]1)[CH:11]=[CH:12]2.[CH2:30]([Cl:31])[Cl:32].[Cl:19][c:20]1[cH:21][cH:22][cH:23][c:24]([C:25]([O:26][OH:28])=[O:27])[cH:29]1>>[C:1](#[N:2])[c:3]1[cH:4][cH:5][c:6]2[c:7]([cH:18]1)[S:8](=[O:27])[c:9]1[c:10]([cH:13][c:14]([OH:17])[cH:15][cH:16]1)[CH:11]=[CH:12]2. Reactants: CN(C(=O)c1ccc(Cl)cc1)C1CCN(C(=O)C2CCNCC2)CC1c1ccc(Cl)c(Cl)c1, Cl, NC(=O)C(=O)O. Yields the product CN(C(=O)c1ccc(Cl)cc1)C1CCN(C(=O)C2CCN(C(=O)C(N)=O)CC2)CC1c1ccc(Cl)c(Cl)c1. Reaction SMILES: [Cl:2][c:3]1[cH:4][cH:5][c:6]([C:7](=[O:8])[N:9]([CH3:10])[CH:11]2[CH:12]([c:25]3[cH:26][c:27]([Cl:32])[c:28]([Cl:31])[cH:29][cH:30]3)[CH2:13][N:14]([C:17](=[O:18])[CH:19]3[CH2:20][CH2:21][NH:22][CH2:23][CH2:24]3)[CH2:15][CH2:16]2)[cH:33][cH:34]1.[ClH:1].[NH2:35][C:36]([C:37](=[O:38])[OH:39])=[O:40]>>[Cl:2][c:3]1[cH:4][cH:5][c:6]([C:7](=[O:8])[N:9]([CH3:10])[CH:11]2[CH:12]([c:25]3[cH:26][c:27]([Cl:32])[c:28]([Cl:31])[cH:29][cH:30]3)[CH2:13][N:14]([C:17](=[O:18])[CH:19]3[CH2:20][CH2:21][N:22]([C:37]([C:36]([NH2:35])=[O:40])=[O:38])[CH2:23][CH2:24]3)[CH2:15][CH2:16]2)[cH:33][cH:34]1. Starting materials: O (water), SC1=CC=C(C=C1)SC1=CC=C(C=C1)C(C(C)(N1CCOCC1)C)=O (1-[4-(4-mercaptophenylthio)phenyl]-2-methyl-2-morpholine-4-yl-propane-1-one), SCC(C(CS)O)O (1,4-dimercapto-2,3-butanediol), C([O-])([O-])=O.[K+].[K+] (potassium carbonate). Solvent: CC(=O)N(C)C (dimethylacetamide). Run at time 17 hour. Yields the product OC(CSC1=CC=C(C=C1)C(C(C)(N1CCOCC1)C)=O)C(CS)O (1-[4-(2,3-dihydroxy-4-mercaptobutylthio)phenyl]-2-methyl-2-morpholine-4-yl-propane-1-one). Reaction SMILES: SC1C=CC(S[C:9]2[CH:14]=[CH:13][C:12]([C:15](=[O:25])[C:16]([CH3:24])([N:18]3[CH2:23][CH2:22][O:21][CH2:20][CH2:19]3)[CH3:17])=[CH:11][CH:10]=2)=CC=1.[SH:26][CH2:27][CH:28]([OH:33])[CH:29]([OH:32])[CH2:30][SH:31].C(=O)([O-])[O-].[K+].[K+].O>CC(N(C)C)=O>[OH:33][CH:28]([CH:29]([OH:32])[CH2:30][SH:31])[CH2:27][S:26][C:9]1[CH:10]=[CH:11][C:12]([C:15](=[O:25])[C:16]([CH3:17])([N:18]2[CH2:19][CH2:20][O:21][CH2:22][CH2:23]2)[CH3:24])=[CH:13][CH:14]=1 |f:2.3.4|. Reported procedure: 1.0 g (4.0 mmol) of 1-[4-(4-mercaptophenylthio)phenyl]-2-methyl-2-morpholine-4-yl-propane-1-one and 1.37 g (8.9 mmol) of 1,4-dimercapto-2,3-butanediol are dissolved in 50 ml of dry dimethylacetamide, 1.10 g (8.0 mmol) of potassium carbonate are added and the mixture is stirred for 17 h. The resulting suspension is poured into water and extracted with ethyl acetate, the combined organic phases are washed with water. The solvent is distilled off and the residual oil is purified by column chromatog... Starting materials: C1=C(C=CC2=CC=CC=C12)COC1CN(CCC1C1=CC=C(C=C1)OCCCC1(OCCO1)C1=CC=CC=C1)C(=O)OC(C)(C)C (tert-butyl (3RS,4RS)-3-(naphthalen-2-ylmethoxy)-4-{4-[3-(2-phenyl-[1,3]dioxolan-2-yl)-propoxy]-phenyl}-piperidine-1-carboxylate), O (water). The reagents and catalysts are [Br-].[Zn+2].[Br-] (zinc bromide). Solvent: C(Cl)Cl (methylene chloride). Reaction conditions: time 4 hour. Product: C1=C(C=CC2=CC=CC=C12)COC1CNCCC1C1=CC=C(C=C1)OCCCC1(OCCO1)C1=CC=CC=C1 ((3RS,4RS)-3-(naphthalen-2-ylmethoxy)-4-[4-[3-(2-phenyl-[1,3]dioxolan-2-yl)-propoxy]-phenyl]-piperidine). Isolated yield 70.5%. RXN SMILES: [CH:1]1[C:10]2[C:5](=[CH:6][CH:7]=[CH:8][CH:9]=2)[CH:4]=[CH:3][C:2]=1[CH2:11][O:12][CH:13]1[CH:18]([C:19]2[CH:24]=[CH:23][C:22]([O:25][CH2:26][CH2:27][CH2:28][C:29]3([C:34]4[CH:39]=[CH:38][CH:37]=[CH:36][CH:35]=4)[O:33][CH2:32][CH2:31][O:30]3)=[CH:21][CH:20]=2)[CH2:17][CH2:16][N:15](C(OC(C)(C)C)=O)[CH2:14]1.O>C(Cl)Cl.[Br-].[Zn+2].[Br-]>[CH:1]1[C:10]2[C:5](=[CH:6][CH:7]=[CH:8][CH:9]=2)[CH:4]=[CH:3][C:2]=1[CH2:11][O:12][CH:13]1[CH:18]([C:19]2[CH:24]=[CH:23][C:22]([O:25][CH2:26][CH2:27][CH2:28][C:29]3([C:34]4[CH:39]=[CH:38][CH:37]=[CH:36][CH:35]=4)[O:33][CH2:32][CH2:31][O:30]3)=[CH:21][CH:20]=2)[CH2:17][CH2:16][NH:15][CH2:14]1 |f:3.4.5|. Procedure: A mixture of 600 mg (0.962 mmol) of tert-butyl (3RS,4RS)-3-(naphthalen-2-ylmethoxy)-4-{4-[3-(2-phenyl-[1,3]dioxolan-2-yl)-propoxy]-phenyl}-piperidine-1-carboxylate in 3.0 ml of methylene chloride and 433 mg (1.92 mmol, 2.0 eq.) of zinc bromide was stirred at room temperature for 4 hours. The reaction mixture was poured into water and extracted three times with ethyl acetate. The organic phases were washed in each case once with water and with saturated sodium chloride solution, dried over magnes... As a reaction SMILES: [Cl:1][C:2]1[CH:7]=[CH:6][CH:5]=[C:4]([NH:8][NH2:9])[N:3]=1.C([O:12][C:13](=[O:21])[C:14]([C:19]#[N:20])=[CH:15]OCC)C.[CH3:22][CH2:23]O>>[CH2:22]([C:15]1[C:14]([C:13]([OH:12])=[O:21])=[C:19]([NH2:20])[N:8]([C:4]2[CH:5]=[CH:6][CH:7]=[C:2]([Cl:1])[N:3]=2)[N:9]=1)[CH3:23]. Procedure details: To a mixture of 2-chloro-6-hydrazinopyridine (2.00 g, 13.93 mmol) and ethyl-2-cyano-3-ethoxyacrylate (2.36 g, 13.93 mmol) was added EtOH (14 mL) and the resulting suspension was stirred at room temperature. After 5 min, the mixture was heated at reflux. After 2 h, the reaction mixture was allowed to cool to room temperature. The title compound was isolated as a white solid by filtration, and was used without further purification: LCMS m/z 267.0 [M+I-1]+. Run at time 5 minute. The product is C(C)C1=NN(C(=C1C(=O)O)N)C1=NC(=CC=C1)Cl (Ethyl 5-amino-1-(6-chloropyridin-2-yl)-1H-pyrazole-4-carboxylic acid). The reactants are ClC1=NC(=CC=C1)NN (2-chloro-6-hydrazinopyridine), C(C)OC(C(=COCC)C#N)=O (ethyl-2-cyano-3-ethoxyacrylate), CCO (EtOH).